From a dataset of the Open Reaction Database (ORD), a public repository of structured organic reaction records. describe an organic reaction: reactants, conditions, products, and yield The reactants are [O-]C1=CC=CC=C1 (phenoxide), O1C(CO)C1 (2,3-epoxypropan-1-ol), C(#N)C1=CC=C(C=C1)N1C(OC(C1)COS(=O)(=O)C)=O (3-p-cyanophenyl-5-methanesulfonyloxymethyloxazolidin-2-one), NC1=CC=C(C#N)C=C1 (p-aminobenzonitrile). Run in CN(C=O)C (dimethylformamide). Conditions: time 30 minute. Product: OC(CNC1=CC=C(C#N)C=C1)CO (p-(N-2,3-dihydroxypropylamino)benzonitrile). As a reaction SMILES: [O-]C1C=CC=CC=1.[C:8]([C:10]1[CH:15]=[CH:14][C:13]([N:16]2[CH2:20][CH:19]([CH2:21][O:22]S(C)(=O)=O)[O:18]C2=O)=[CH:12][CH:11]=1)#[N:9].NC1C=CC(C#N)=CC=1.O1CC1CO>CN(C)C=O>[OH:18][CH:19]([CH2:21][OH:22])[CH2:20][NH:16][C:13]1[CH:14]=[CH:15][C:10]([C:8]#[N:9])=[CH:11][CH:12]=1. Procedure details: 1 Equivalent of NaH is added to a solution of 1.7 g of Na p-methoxycarbonylmethylphenoxide (obtainable by converting p-hydroxybenzyl cyanide into the corresponding carboxylic acid, esterifying with methanol to give p-methoxycarbonylmethylphenol and subsequently converting the latter into the phenoxide) in 20 ml of dimethylformamide (DMF), and the mixture is stirred at room temperature for 30 min. After that, 3.0 g of 3-p-cyanophenyl-5-methanesulfonyloxymethyloxazolidin-2-one ("A") (obtainable by... Reactants: COc1cccc(C(Cl)(Cl)c2cccc(OC)c2)c1, CCOC(=O)c1ccc(O)c(O)c1. The product is CCOC(=O)c1ccc2c(c1)OC(c1cccc(OC)c1)(c1cccc(OC)c1)O2. As a reaction SMILES: [Cl:1][C:2]([c:3]1[cH:4][c:5]([O:9][CH3:10])[cH:6][cH:7][cH:8]1)([c:11]1[cH:12][c:13]([O:17][CH3:18])[cH:14][cH:15][cH:16]1)[Cl:19].[OH:20][c:21]1[cH:22][c:23]([C:24](=[O:25])[O:26][CH2:27][CH3:28])[cH:29][cH:30][c:31]1[OH:32]>>[C:2]1([c:3]2[cH:4][c:5]([O:9][CH3:10])[cH:6][cH:7][cH:8]2)([c:11]2[cH:12][c:13]([O:17][CH3:18])[cH:14][cH:15][cH:16]2)[O:20][c:21]2[cH:22][c:23]([C:24](=[O:25])[O:26][CH2:27][CH3:28])[cH:29][cH:30][c:31]2[O:32]1.